Dataset: the Open Reaction Database (ORD), a public repository of structured organic reaction records. Task: describe an organic reaction: reactants, conditions, products, and yield Starting materials: ClC1=NC=CC=C1C(=O)O (2-chloro-3-pyridinecarboxylic acid), ClC=1C=C(N)C=CC1 (3-chloroaniline). Run in O (H2O), O (H2O). Reaction conditions: time 1 hour. The product is N1=CC(=CC=C1)C(=O)O (3-pyridinecarboxylic acid). Isolated yield 188.5%. RXN SMILES: Cl[C:2]1[C:7]([C:8]([OH:10])=[O:9])=[CH:6][CH:5]=[CH:4][N:3]=1.ClC1C=C(C=CC=1)N>O>[N:3]1[CH:4]=[CH:5][CH:6]=[C:7]([C:8]([OH:10])=[O:9])[CH:2]=1. Procedure details: A mixture of 2-chloro-3-pyridinecarboxylic acid (78.75 g, 0.500 mol), 3-chloroaniline (127.6 g, 1.00 mol), paratoluenesulfonic acid. H2O (8.5 g, 45 mmol), and H2O (500 mL) was refluxed 4 hrs. The solids dissolved, and after 1 hr, the solution gave a precipitate. The cooled mixture was filtered, and the collected yellow solid was washed with cold H2O and was dried (60°) to give 2-[3-chlorophenyl)amino]-3-pyridinecarboxylic acid (116.0 g, 93.3%), mp 197°-199° C.